This data is from the Open Reaction Database (ORD), a public repository of structured organic reaction records. The task is: describe an organic reaction: reactants, conditions, products, and yield Reaction SMILES: [CH2:13]([CH2:14][CH2:15][CH2:16][CH2:17][CH3:18])[O:19][c:20]1[cH:21][cH:22][c:23]([CH:24]=[O:25])[cH:26][cH:27]1.[CH2:28]1[CH2:29][CH2:30][NH:31][CH2:32][CH2:33]1.[CH3:1][O:2][c:3]1[cH:4][cH:5][c:6]([CH2:9][C:10]([CH3:11])=[O:12])[cH:7][cH:8]1.[CH3:34][c:35]1[cH:36][cH:37][cH:38][cH:39][cH:40]1>>[CH3:1][O:2][c:3]1[cH:4][cH:5][c:6]([CH:9]([C:10]([CH3:11])=[O:12])[CH2:24][c:23]2[cH:22][cH:21][c:20]([O:19][CH2:13][CH2:14][CH2:15][CH2:16][CH2:17][CH3:18])[cH:27][cH:26]2)[cH:7][cH:8]1. The reactants are CCCCCCOc1ccc(C=O)cc1, C1CCNCC1, COc1ccc(CC(C)=O)cc1, Cc1ccccc1. Product: CCCCCCOc1ccc(CC(C(C)=O)c2ccc(OC)cc2)cc1. The product is NC=1C=C(C#N)C=CC1O (3-Amino-4-hydroxybenzonitrile). Procedure: To a mixture of 5 g (30.5 mmol) of 4-hydroxy-3-nitrobenzonitrile, 18.1 g of powder tin metal (152.5 mmol, 325 mesh), and 45 mL of ethanol was added with stirring a solution of 10 mL of concentrated HCl in 30 mL of H2O. The suspension was heated at reflux for 45 min and the resulting hot solution was poured into 100 mL of H2O. Saturated aqueous NaHCO3 solution was slowly added to bring the pH to ca. 7. The suspension was filtered, and the residue was washed with MeOH giving the title compound (3.... Reactants: Cl (HCl), C(=O)(O)[O-].[Na+] (NaHCO3), OC1=C(C=C(C#N)C=C1)[N+](=O)[O-] (4-hydroxy-3-nitrobenzonitrile), powder, [Sn] (tin). Solvent: O (H2O), C(C)O (ethanol), O (H2O). As a reaction SMILES: [OH:1][C:2]1[CH:9]=[CH:8][C:5]([C:6]#[N:7])=[CH:4][C:3]=1[N+:10]([O-])=O.[Sn].Cl.C([O-])(O)=O.[Na+]>O.C(O)C>[NH2:10][C:3]1[CH:4]=[C:5]([CH:8]=[CH:9][C:2]=1[OH:1])[C:6]#[N:7] |f:3.4,^3:12|. Reactants: ClC=1SCCN1 (2-chloro-2-thiazoline), [Na] (sodium), CC(CC)OC1=CC=C(OCCO)C=C1 (2-[4-(1-methylpropoxy)phenoxy]ethanol), CC(COC1=CC=C(C=C1)OC(CC)C)O (1-methyl-2-[4-(1-methylpropoxy)phenoxy]ethanol). Product: CC(COC=1SC=CN1)OC1=CC=C(C=C1)OC(CC)C (2-{2-methyl-2-[4-(1-methylpropoxy)phenoxy]ethoxy}-1,3-thiazole). As a reaction SMILES: Cl[C:2]1[S:3][CH2:4][CH2:5][N:6]=1.[Na].[CH3:8][CH:9]([O:12][C:13]1[CH:22]=[CH:21][C:16]([O:17][CH2:18][CH2:19][OH:20])=[CH:15][CH:14]=1)[CH2:10][CH3:11].[CH3:23]C(O)COC1C=CC(OC(C)CC)=CC=1>>[CH3:23][CH:18]([O:17][C:16]1[CH:21]=[CH:22][C:13]([O:12][CH:9]([CH3:8])[CH2:10][CH3:11])=[CH:14][CH:15]=1)[CH2:19][O:20][C:2]1[S:3][CH:4]=[CH:5][N:6]=1 |^1:6|. Procedure details: In the same way, 2-chloro-2-thiazoline is reacted with the sodium salt of each of 2-[4-(1-methylpropoxy)phenoxy]ethanol and 1-methyl-2-[4-(1-methylpropoxy)phenoxy]ethanol to give, respectively,